Dataset: the Open Reaction Database (ORD), a public repository of structured organic reaction records. Task: describe an organic reaction: reactants, conditions, products, and yield Reactants: O1C(CCC2=C1C=CC=C2)CN(CCC#N)CC2=CC=CC=C2 ((±)-3-[[(3,4-dihydro-2H-1-benzopyran-2-yl)methyl](phenylmethyl)amino]propanenitrile), [H][H] (hydrogen). Reagents/catalysts: [Ni] (Raney nickel). Run in CO (methanol). Product: O1C(CCC2=C1C=CC=C2)CN(CCCN)CC2=CC=CC=C2 ((±)-N-[(3,4-dihydro-2H-1-benzopyran-2-yl)methyl]-N-(phenylmethyl)-1,3-propanediamine). Isolated yield 93.4%. As a reaction SMILES: [O:1]1[C:6]2[CH:7]=[CH:8][CH:9]=[CH:10][C:5]=2[CH2:4][CH2:3][CH:2]1[CH2:11][N:12]([CH2:17][C:18]1[CH:23]=[CH:22][CH:21]=[CH:20][CH:19]=1)[CH2:13][CH2:14][C:15]#[N:16].[H][H]>CO.[Ni]>[O:1]1[C:6]2[CH:7]=[CH:8][CH:9]=[CH:10][C:5]=2[CH2:4][CH2:3][CH:2]1[CH2:11][N:12]([CH2:17][C:18]1[CH:19]=[CH:20][CH:21]=[CH:22][CH:23]=1)[CH2:13][CH2:14][CH2:15][NH2:16]. Procedure: A mixture of (±)-3-[[(3,4-dihydro-2H-1-benzopyran-2-yl)methyl](phenylmethyl)amino]propanenitrile (0.069 mol) in methanol (250 ml) was hydrogenated with Raney nickel (5 g) as a catalyst. After uptake of hydrogen (2 eq.), the catalyst was filtered off and the filtrate was evaporated, yielding 20 g (94% crude residue) of (±)-N-[(3,4-dihydro-2H-1-benzopyran-2-yl)methyl]-N-(phenylmethyl)-1,3-propanediamine (interm. 4-c).